From a dataset of the Open Reaction Database (ORD), a public repository of structured organic reaction records. describe an organic reaction: reactants, conditions, products, and yield The reactants are CCCCO, Clc1nc(Cl)c2[nH]cnc2n1, Nc1ccc([N+](=O)[O-])cc1, CN(C)C=O. Yields the product O=[N+]([O-])c1ccc(Nc2nc(Cl)nc3nc[nH]c23)cc1. As a reaction SMILES: [CH2:27]([OH:28])[CH2:29][CH2:30][CH3:31].[Cl:1][c:2]1[n:3][c:4]([Cl:11])[c:5]2[nH:6][cH:7][n:8][c:9]2[n:10]1.[N+:12](=[O:13])([O-:14])[c:15]1[cH:16][cH:17][c:18]([NH2:19])[cH:20][cH:21]1.[O:22]=[CH:23][N:24]([CH3:25])[CH3:26]>>[Cl:1][c:2]1[n:3][c:4]([NH:19][c:18]2[cH:17][cH:16][c:15]([N+:12](=[O:13])[O-:14])[cH:21][cH:20]2)[c:5]2[nH:6][cH:7][n:8][c:9]2[n:10]1.